Dataset: the Open Reaction Database (ORD), a public repository of structured organic reaction records. Task: describe an organic reaction: reactants, conditions, products, and yield Reactants: F[B-](F)(F)F, c1ccc2c(c1)CCNC2, CN(C)C=O, CC(C)N1CCN(C(=O)c2ccc3[nH]c(C(=O)O)cc3c2)CC1, CCN(C(C)C)C(C)C, Cl, CN(C)C(On1nnc2ccccc21)=[N+](C)C. Yields the product CC(C)N1CCN(C(=O)c2ccc3[nH]c(C(=O)N4CCc5ccccc5C4)cc3c2)CC1. RXN SMILES: [B-:25]([F:26])([F:27])([F:28])[F:29].[CH2:47]1[NH:48][CH2:49][CH2:50][c:51]2[cH:52][cH:53][cH:54][cH:55][c:56]21.[CH3:66][N:67]([CH3:68])[CH:69]=[O:70].[CH:1]([CH3:2])([CH3:3])[N:4]1[CH2:5][CH2:6][N:7]([C:10](=[O:11])[c:12]2[cH:13][c:14]3[cH:15][c:16]([C:21](=[O:22])[OH:23])[nH:17][c:18]3[cH:19][cH:20]2)[CH2:8][CH2:9]1.[CH:57]([N:58]([CH2:59][CH3:60])[CH:61]([CH3:62])[CH3:63])([CH3:64])[CH3:65].[ClH:24].[n:30]1([O:31][C:32]([N:33]([CH3:34])[CH3:35])=[N+:36]([CH3:37])[CH3:38])[c:39]2[cH:40][cH:41][cH:42][cH:43][c:44]2[n:45][n:46]1>>[CH:1]([CH3:2])([CH3:3])[N:4]1[CH2:5][CH2:6][N:7]([C:10](=[O:11])[c:12]2[cH:13][c:14]3[cH:15][c:16]([C:21](=[O:23])[N:48]4[CH2:47][c:56]5[c:51]([cH:52][cH:53][cH:54][cH:55]5)[CH2:50][CH2:49]4)[nH:17][c:18]3[cH:19][cH:20]2)[CH2:8][CH2:9]1. Starting materials: ClC1=NC=CC=N1 (2-chloro-pyrimidine), C(C1=CC=CC=C1)N1C(OC(C1)CO)C1=CC=CC=C1 (3-benzyl-5-hydroxymethyl-2-phenyl-oxazolidine), [H-].[Na+] (sodium hydride). Solvent: C(OC)COC (dimethoxyethane), C(OC)COC (dimethoxyethane), C(OC)COC (dimethoxyethane). Run at temperature 60 celsius, time 7 hour. The product is hydrogen-oxalate, C(C1=CC=CC=C1)NCC(COC1=NC=CC=N1)O (1-benzylamino-3-(2-pyrimidinyloxy)-2-propanol). RXN SMILES: C([N:8]1[CH2:12][CH:11]([CH2:13][OH:14])[O:10][CH:9]1[C:15]1[CH:20]=[CH:19][CH:18]=[CH:17][CH:16]=1)C1C=CC=CC=1.[H-].[Na+].Cl[C:24]1[N:29]=[CH:28][CH:27]=[CH:26][N:25]=1>C(COC)OC>[CH2:9]([NH:8][CH2:12][CH:11]([OH:10])[CH2:13][O:14][C:24]1[N:29]=[CH:28][CH:27]=[CH:26][N:25]=1)[C:15]1[CH:16]=[CH:17][CH:18]=[CH:19][CH:20]=1 |f:1.2|. Procedure: A solution of 26.93 g of 3-benzyl-5-hydroxymethyl-2-phenyl-oxazolidine in 100 ml of dimethoxyethane is added dropwise to a suspension of 2.4 g of sodium hydride in 50 ml of dimethoxyethane, whilst keeping the temperature of the reaction mixing at 20° C. The mixture is then stirred for 7 hours, after which a solution of 11.45 g of 2-chloro-pyrimidine in 30 ml of dimethoxyethane is added dropwise at 20° C. After stirring for 20 hours and boiling under reflux, the solvent is distilled off under red... Starting materials: CC[SiH](CC)CC, N#Cc1cnn2c1NCC=C2c1cccc(F)c1, [K+], [OH-], O, O=C(O)C(F)(F)F. Yields the product N#Cc1cnn2c1NCCC2c1cccc(F)c1. Reaction SMILES: [CH2:19]([SiH:20]([CH2:21][CH3:22])[CH2:23][CH3:24])[CH3:25].[F:1][c:2]1[cH:3][c:4]([C:8]2=[CH:9][CH2:10][NH:11][c:12]3[n:13]2[n:14][cH:15][c:16]3[C:17]#[N:18])[cH:5][cH:6][cH:7]1.[K+:28].[OH-:27].[OH2:26].[OH:29][C:30]([C:31]([F:32])([F:33])[F:34])=[O:35]>>[F:1][c:2]1[cH:3][c:4]([CH:8]2[CH2:9][CH2:10][NH:11][c:12]3[n:13]2[n:14][cH:15][c:16]3[C:17]#[N:18])[cH:5][cH:6][cH:7]1. The reactants are C#Cc1ccc(NC(=O)C(NC(=O)OC(C)(C)C)C(C)c2ccccc2)cc1, O=CO. Product: C#Cc1ccc(NC(=O)C(N)C(C)c2ccccc2)cc1. RXN SMILES: [C:1]([O:2][C:3](=[O:4])[NH:7][CH:8]([CH:9]([CH3:10])[c:11]1[cH:12][cH:13][cH:14][cH:15][cH:16]1)[C:17]([NH:18][c:19]1[cH:20][cH:21][c:22]([C:25]#[CH:26])[cH:23][cH:24]1)=[O:27])([CH3:5])([CH3:6])[CH3:28].[CH:29]([OH:30])=[O:31]>>[NH2:7][CH:8]([CH:9]([CH3:10])[c:11]1[cH:12][cH:13][cH:14][cH:15][cH:16]1)[C:17]([NH:18][c:19]1[cH:20][cH:21][c:22]([C:25]#[CH:26])[cH:23][cH:24]1)=[O:27]. Starting materials: C1(=CC=CC=C1)CCCCCCC(O)C=1N=NN(N1)C1=NC=CC=C1 (7-Phenyl-1-(2-(pyridin-2-yl)-2H-tetrazol-5-yl)-heptan-1-ol), CC(=O)OI1(C=2C=CC=CC2C(=O)O1)(OC(=O)C)OC(=O)C (Dess-Martin periodinane). The solvent is C(Cl)Cl (CH2Cl2). Conditions: time 2 hour. The product is C1(=CC=CC=C1)CCCCCCC(=O)C=1N=NN(N1)C1=NC=CC=C1 (7-Phenyl-1-(2-(pyridin-2-yl)-2H-tetrazol-5-yl)-heptan-1-one). The yield is 115.0%. Reaction SMILES: [C:1]1([CH2:7][CH2:8][CH2:9][CH2:10][CH2:11][CH2:12][CH:13]([C:15]2[N:16]=[N:17][N:18]([C:20]3[CH:25]=[CH:24][CH:23]=[CH:22][N:21]=3)[N:19]=2)[OH:14])[CH:6]=[CH:5][CH:4]=[CH:3][CH:2]=1.CC(OI1(OC(C)=O)(OC(C)=O)OC(=O)C2C=CC=CC1=2)=O>C(Cl)Cl>[C:1]1([CH2:7][CH2:8][CH2:9][CH2:10][CH2:11][CH2:12][C:13]([C:15]2[N:16]=[N:17][N:18]([C:20]3[CH:25]=[CH:24][CH:23]=[CH:22][N:21]=3)[N:19]=2)=[O:14])[CH:6]=[CH:5][CH:4]=[CH:3][CH:2]=1. Procedure: 7-Phenyl-1-(2-(pyridin-2-yl)-2H-tetrazol-5-yl)-heptan-1-ol (2.7 mg, 0.007 mmol) was dissolved in CH2Cl2 (0.24 mL) and Dess-Martin periodinane (4.5 mg, 0.011 mmol) was added. The mixture was stirred at room temperature for 2 h before the reaction mixture was reduced to half volume and this mixture was directly loaded onto silica gel and purified by flash chromatography (SiO2, 0.5×4 cm, 10-30% EtOAc-hexanes) to afford 7-phenyl-1-(2-(pyridin-2-yl)-2H-tetrazol-5-yl)-heptan-1-one (15b, 2.7 mg, 99%) a...